describe an organic reaction: reactants, conditions, products, and yield From a dataset of the Open Reaction Database (ORD), a public repository of structured organic reaction records. Starting materials: II (iodine), BrC1=CC=C(N(C)C)C=C1 (p-bromo-N,N-dimethylaniline), CO[Si](OC)(OC)OC (tetramethoxysilane), [Mg] (magnesium). The solvent is O1CCCC1 (THF), O1CCCC1 (THF), O1CCCC1 (tetrahydrofuran). Yields the product CN(C)C1=CC=C(C=C1)[Si](OC)(OC)OC ((p-N,N-Dimethylaminophenyl)trimethoxysilane). The yield is 75.0%. Reaction SMILES: [Mg].II.Br[C:5]1[CH:13]=[CH:12][C:8]([N:9]([CH3:11])[CH3:10])=[CH:7][CH:6]=1.[CH3:14][O:15][Si:16](OC)([O:19][CH3:20])[O:17][CH3:18]>O1CCCC1>[CH3:10][N:9]([C:8]1[CH:12]=[CH:13][C:5]([Si:16]([O:19][CH3:20])([O:17][CH3:18])[O:15][CH3:14])=[CH:6][CH:7]=1)[CH3:11]. Procedure: In a 200 ml two-necked flask equipped with a dropping funnel were put 1.01 g (41.5 mmol) of magnesium, 50 ml of tetrahydrofuran (THF), and a small amount of iodine in a nitrogen stream, and a solution of 8.32 g (41.6 mmol) of p-bromo-N,N-dimethylaniline in 50 ml of THF was added thereto dropwise at room temperature over a 40-minute period while stirring. After the addition, the mixture was stirred at room temperature for 75 minutes, and a solution of 6.40 g (42.0 mmol) of tetramethoxysilane in 6...